The task is: describe an organic reaction: reactants, conditions, products, and yield. This data is from the Open Reaction Database (ORD), a public repository of structured organic reaction records. Reactants: C(C)OC(=O)C=1C=NC=2CCCC(C2C1O)=NOCC (5-Ethoxyimino-4-hydroxy-5,6,7,8-tetrahydroquinoline-3-carboxylic acid ethyl ester), Cl (hydrochloric acid). The solvent is [OH-].[Na+] (sodium hydroxide), C(C)O (ethyl alcohol). Run at temperature 90 celsius, time 2 hour. The product is C(C)ON=C1C=2C(=C(C=NC2CCC1)C(=O)O)O (5-Ethoxyimino-4-hydroxy-5,6,7,8-tetrahydroquinoline-3-carboxylic Acid). Isolated yield 52.8%. As a reaction SMILES: C([O:3][C:4]([C:6]1[CH:7]=[N:8][C:9]2[CH2:10][CH2:11][CH2:12][C:13](=[N:17][O:18][CH2:19][CH3:20])[C:14]=2[C:15]=1[OH:16])=[O:5])C.Cl>[OH-].[Na+].C(O)C>[CH2:19]([O:18][N:17]=[C:13]1[CH2:12][CH2:11][CH2:10][C:9]2[N:8]=[CH:7][C:6]([C:4]([OH:5])=[O:3])=[C:15]([OH:16])[C:14]1=2)[CH3:20] |f:2.3|. Reported procedure: 5-Ethoxyimino-4-hydroxy-5,6,7,8-tetrahydroquinoline-3-carboxylic acid ethyl ester (2.0 g) was dissolved in a mixture of 20 ml of 1 N sodium hydroxide and 10 ml of ethyl alcohol. The resulting reaction mixture was stirred at 90° C. for 2 hours. Under cooling with ice, the reaction mixture was adjusted to pH 4 with dilute hydrochloric acid. The crystals so precipitated were separated by filtration to obtain a yield of 0.95 g of the desired compound. This compound melted (and decomposed) at 225°-22... The reactants are CC(C)=O, O=C1C(Cc2ccc(Cl)cc2Cl)CCN1C1CCC(O)CC1, Cc1ccc(S(=O)(=O)O)cc1. Yields the product O=C1CCC(N2CCC(Cc3ccc(Cl)cc3Cl)C2=O)CC1. As a reaction SMILES: [CH3:34][C:35](=[O:36])[CH3:37].[Cl:1][c:2]1[c:3]([CH2:4][CH:5]2[C:6](=[O:17])[N:7]([CH:10]3[CH2:11][CH2:12][CH:13]([OH:16])[CH2:14][CH2:15]3)[CH2:8][CH2:9]2)[cH:18][cH:19][c:20]([Cl:22])[cH:21]1.[c:23]1([CH3:24])[cH:25][cH:26][c:27]([S:28]([OH:29])(=[O:30])=[O:31])[cH:32][cH:33]1>>[Cl:1][c:2]1[c:3]([CH2:4][CH:5]2[C:6](=[O:17])[N:7]([CH:10]3[CH2:11][CH2:12][C:13](=[O:16])[CH2:14][CH2:15]3)[CH2:8][CH2:9]2)[cH:18][cH:19][c:20]([Cl:22])[cH:21]1. Starting materials: CC1=C(C(=CC(=C1)O)C)C1CC(=C(C(C1)=O)C(CC)=O)O (5-(2,6-dimethyl-4-hydroxyphenyl)-3-hydroxy-2-propionylcyclohex-2-en-1-one), Cl.C(C)ON (ethoxyamine hydrochloride), ( iv ). Yields the product CC1=C(C(=CC(=C1)O)C)C1CC(=C(C(C1)=O)C(CC)=NOCC)O (5-(2,6-Dimethyl-4-hydroxyphenyl)-2-[1-(ethoxyimino)propyl]-3-hydroxycyclohex-2-en-1-one). Reaction SMILES: [CH3:1][C:2]1[CH:7]=[C:6]([OH:8])[CH:5]=[C:4]([CH3:9])[C:3]=1[CH:10]1[CH2:15][C:14](=[O:16])[C:13]([C:17](=O)[CH2:18][CH3:19])=[C:12]([OH:21])[CH2:11]1.Cl.[CH2:23]([O:25][NH2:26])[CH3:24]>>[CH3:9][C:4]1[CH:5]=[C:6]([OH:8])[CH:7]=[C:2]([CH3:1])[C:3]=1[CH:10]1[CH2:15][C:14](=[O:16])[C:13]([C:17](=[N:26][O:25][CH2:23][CH3:24])[CH2:18][CH3:19])=[C:12]([OH:21])[CH2:11]1 |f:1.2|. Procedure: 5-(2,6-Dimethyl-4-hydroxyphenyl)-2-[1-(ethoxyimino)propyl]-3-hydroxycyclohex-2-en-1-one (31) was prepared from 5-(2,6-dimethyl-4-hydroxyphenyl)-3-hydroxy-2-propionylcyclohex-2-en-1-one and ethoxyamine hydrochloride following essentially the same procedure as that described in Example 1, part (iv). The product was characterized by proton nuclear magnetic resonance spectroscopy and the spectroscopic data is reported in Table 5, Example 37. Starting materials: FC(C(=O)O)(F)F (trifluoroacetic acid), C(C)(=O)OC1CCN(CC1)C(=O)OC(C)(C)C (2-methylpropan-2-yl 4-(acetyloxy)piperidine-1-carboxylate), FC(C(=O)O)(F)F (trifluoroacetic acid). Solvent: ClCCl (dichloromethane). Run at temperature 0 celsius, time 1 hour. The product is C(C)(=O)OC1CCNCC1 (piperidin-4-yl acetate). Yield: 9.4%. As a reaction SMILES: FC(F)(F)C(O)=O.[C:8]([O:11][CH:12]1[CH2:17][CH2:16][N:15](C(OC(C)(C)C)=O)[CH2:14][CH2:13]1)(=[O:10])[CH3:9]>ClCCl>[C:8]([O:11][CH:12]1[CH2:17][CH2:16][NH:15][CH2:14][CH2:13]1)(=[O:10])[CH3:9]. Reported procedure: 3 ml of trifluoroacetic acid are added to a solution of 3.18 g of 2-methylpropan-2-yl 4-(acetyloxy)piperidine-1-carboxylate in 40 ml of dichloromethane, cooled to 0° C. The reaction medium is stirred for 1 hour at 0° C. and then 1 hour at ambient temperature. 5 ml of trifluoroacetic acid are added and the reaction medium is stirred for 30 minutes at ambient temperature. The reaction medium is evaporated to dryness under reduced pressure, and the resulting product is taken up with dichloromethane... Reactants: COC(=O)c1cccc2c(=O)c3ccccc3oc12, CO, [Na+], [OH-]. Product: O=C(O)c1cccc2c(=O)c3ccccc3oc12. As a reaction SMILES: [CH3:1][O:2][C:3](=[O:4])[c:5]1[cH:6][cH:7][cH:8][c:9]2[c:10](=[O:19])[c:11]3[cH:12][cH:13][cH:14][cH:15][c:16]3[o:17][c:18]12.[CH3:22][OH:23].[Na+:21].[OH-:20]>>[O:2]=[C:3]([OH:4])[c:5]1[cH:6][cH:7][cH:8][c:9]2[c:10](=[O:19])[c:11]3[cH:12][cH:13][cH:14][cH:15][c:16]3[o:17][c:18]12. Reactants: COC(=O)C1=C(O)c2ccc3ccccc3c2S(=O)(=O)N1, Nc1cccc(Cl)c1, Cc1ccccc1C. Yields the product O=C(Nc1cccc(Cl)c1)C1=C(O)c2ccc3ccccc3c2S(=O)(=O)N1. RXN SMILES: [CH3:1][O:2][C:3](=[O:4])[C:5]1=[C:10]([OH:11])[c:9]2[c:8]([c:19]3[c:14]([cH:13][cH:12]2)[cH:15][cH:16][cH:17][cH:18]3)[S:7](=[O:20])(=[O:21])[NH:6]1.[Cl:22][c:23]1[cH:24][c:25]([NH2:26])[cH:27][cH:28][cH:29]1.[c:30]1([CH3:31])[c:32]([CH3:33])[cH:34][cH:35][cH:36][cH:37]1>>[C:3](=[O:4])([C:5]1=[C:10]([OH:11])[c:9]2[c:8]([c:19]3[c:14]([cH:13][cH:12]2)[cH:15][cH:16][cH:17][cH:18]3)[S:7](=[O:20])(=[O:21])[NH:6]1)[NH:26][c:25]1[cH:24][c:23]([Cl:22])[cH:29][cH:28][cH:27]1.